This data is from the Open Reaction Database (ORD), a public repository of structured organic reaction records. The task is: describe an organic reaction: reactants, conditions, products, and yield The reactants are CO, O=C[O-], CCCOc1ccccc1-c1nc2cc([N+](=O)[O-])ccc2c(=O)[nH]1, [NH4+]. The product is CCCOc1ccccc1-c1nc2cc(N)ccc2c(=O)[nH]1. RXN SMILES: [CH3:29][OH:30].[CH:25]([O-:26])=[O:27].[N+:1]([O-:2])(=[O:3])[c:4]1[cH:5][cH:6][c:7]2[c:8](=[O:24])[nH:9][c:10](-[c:14]3[c:15]([O:20][CH2:21][CH2:22][CH3:23])[cH:16][cH:17][cH:18][cH:19]3)[n:11][c:12]2[cH:13]1.[NH4+:28]>>[NH2:1][c:4]1[cH:5][cH:6][c:7]2[c:8](=[O:24])[nH:9][c:10](-[c:14]3[c:15]([O:20][CH2:21][CH2:22][CH3:23])[cH:16][cH:17][cH:18][cH:19]3)[n:11][c:12]2[cH:13]1. Starting materials: IC1=CC=C(C=C1)C1(CCOCC1)O (tetrahydro-4-(4-iodophenyl)-2H-pyran-4-ol), [H-].[Na+] (sodium hydride), O (Water), CI (Methyl iodide). Solvent: CN(C)C=O (DMF), CN(C)C=O (DMF). Run at time 75 minute. The product is IC1=CC=C(C=C1)C1(CCOCC1)OC (tetrahydro-4-(4-iodophenyl)-4-methoxy-2H-pyran). Reaction SMILES: [I:1][C:2]1[CH:7]=[CH:6][C:5]([C:8]2([OH:14])[CH2:13][CH2:12][O:11][CH2:10][CH2:9]2)=[CH:4][CH:3]=1.[H-].[Na+].[CH3:17]I.O>CN(C=O)C>[I:1][C:2]1[CH:7]=[CH:6][C:5]([C:8]2([O:14][CH3:17])[CH2:9][CH2:10][O:11][CH2:12][CH2:13]2)=[CH:4][CH:3]=1 |f:1.2|. Reported procedure: Under an argon atmosphere, a solution of tetrahydro-4-(4-iodophenyl)-2H-pyran-4-ol (2.99 g) in anhydrous DMF (10 ml) was added dropwise to a suspension of sodium hydride (60 wt %) (432 mg) in anhydrous DMF (20 ml) at room temperature, and the resulting mixture was stirred at room temperature for 75 minutes. Methyl iodide (0.92 ml) was added dropwise to the reaction solution and the resulting mixture was stirred at room temperature for 8.5 hours. Water was added thereto and the resulting mixture ... Starting materials: C(C)(C)(C)OC(=O)N(C(=NC(=O)OC(C)(C)C)N)CCCC(=S)OC (methyl [2-(N,N'-di-tert-butyloxycarbonylguanidino)ethyl]thioacetate), [OH-].[Na+] (sodium hydroxide). Solvent: C(C)O (ethanol). Conditions: time 2 hour. Product: C(C)(C)(C)OC(=O)N(C(=NC(=O)OC(C)(C)C)N)CCCC(=S)O ([2-(N,N'-di-tert-butyloxycarbonylguanidino)ethyl]thioacetic acid). The yield is 92.5%. As a reaction SMILES: [C:1]([O:5][C:6]([N:8]([CH2:19][CH2:20][CH2:21][C:22]([O:24]C)=[S:23])[C:9]([NH2:18])=[N:10][C:11]([O:13][C:14]([CH3:17])([CH3:16])[CH3:15])=[O:12])=[O:7])([CH3:4])([CH3:3])[CH3:2].[OH-].[Na+]>C(O)C>[C:1]([O:5][C:6]([N:8]([CH2:19][CH2:20][CH2:21][C:22]([OH:24])=[S:23])[C:9]([NH2:18])=[N:10][C:11]([O:13][C:14]([CH3:15])([CH3:16])[CH3:17])=[O:12])=[O:7])([CH3:2])([CH3:3])[CH3:4] |f:1.2|. Procedure: To a stirring solution of methyl [2-(N,N'-di-tert-butyloxycarbonylguanidino)ethyl]thioacetate (1.24 g, 3.17 mmol) in ethanol (15 mL) at room temperature (15 mL) was added 10% aqueous sodium hydroxide solution (3 mL). After 2 h, the mixture was concentrated, and the residue was treated with 10% aqueous HCl solution. The resulting mixture was extracted with ethyl acetate, and the organic extracts were washed with water and brine, dried over sodium sulfate, and concentrated to afford 1.06 g of [2-(... Reactants: FC(C(=O)N(CC(=O)OCC)CP(=S)(NC1CCCCC1)NC1CCCCC1)(F)F (N-trifluoroacetyl-N-[bis(cyclohexylamino)phosphinothioylmethyl]glycine, ethyl ester), sodium tetrahydrido boron. The solvent is C(C)O (ethanol). The product is C1(CCCCC1)NP(=S)(NC1CCCCC1)CNCC(=O)OCC (N-[bis(cyclohexylamino)phosphinothioylmethyl]glycine, ethyl ester). The yield is 40.8%. RXN SMILES: FC(F)(F)C([N:5]([CH2:12][P:13]([NH:22][CH:23]1[CH2:28][CH2:27][CH2:26][CH2:25][CH2:24]1)([NH:15][CH:16]1[CH2:21][CH2:20][CH2:19][CH2:18][CH2:17]1)=[S:14])[CH2:6][C:7]([O:9][CH2:10][CH3:11])=[O:8])=O>C(O)C>[CH:16]1([NH:15][P:13]([CH2:12][NH:5][CH2:6][C:7]([O:9][CH2:10][CH3:11])=[O:8])([NH:22][CH:23]2[CH2:28][CH2:27][CH2:26][CH2:25][CH2:24]2)=[S:14])[CH2:17][CH2:18][CH2:19][CH2:20][CH2:21]1. Reported procedure: N-trifluoroacetyl-N-[bis(cyclohexylamino)phosphinothioylmethyl]glycine, ethyl ester (4 g, 8.49 mm), was dissolved in ethanol (40 ml). The solution was stirred and sodium tetrahydrido boron (322 mg, 8.49 mm) was added portionwise over a ten minute period. The solution was stirred for an additional 30 minutes. The solvent was removed by evaporation under vacuum and the residue was washed with water. The water washings were saturated with sodium chloride and the aqueous layer and insoluble residue ... Starting materials: C1(CCCCC1)N (cyclohexylamine), C(Cl)(Cl)Cl (Chloroform), C(C)(C)(C)OC(=O)C(C)(OC=1C=C(C=CC1)CC(=O)O)C (3-(1-tert-Butoxycarbonyl-1-methylethoxy)phenylacetic acid), C(C(=O)Cl)(=O)Cl (oxalyl chloride). Solvent: ClCCl (dichloromethane), dimethylformamide (10 μL)-dichloromethane. Run at time 1 hour. Product: C1(CCCCC1)NC(=O)CC=1C=C(OC(C(=O)OC(C)(C)C)(C)C)C=CC1 (tert-Butyl 2-[3-(N-Cyclohexylaminocarbonylmethyl)phenoxy]-2-methylpropionate). RXN SMILES: [C:1]([O:5][C:6]([C:8]([CH3:21])([O:10][C:11]1[CH:12]=[C:13]([CH2:17][C:18]([OH:20])=O)[CH:14]=[CH:15][CH:16]=1)[CH3:9])=[O:7])([CH3:4])([CH3:3])[CH3:2].C(Cl)(=O)C(Cl)=O.[CH:28]1([NH2:34])[CH2:33][CH2:32][CH2:31][CH2:30][CH2:29]1.C(Cl)(Cl)Cl>ClCCl>[CH:28]1([NH:34][C:18]([CH2:17][C:13]2[CH:12]=[C:11]([CH:16]=[CH:15][CH:14]=2)[O:10][C:8]([CH3:9])([CH3:21])[C:6]([O:5][C:1]([CH3:2])([CH3:3])[CH3:4])=[O:7])=[O:20])[CH2:33][CH2:32][CH2:31][CH2:30][CH2:29]1. Procedure: 3-(1-tert-Butoxycarbonyl-1-methylethoxy)phenylacetic acid (250 mg, 0.849 mmol) was dissolved in solvent mixture of dimethylformamide (10 μL)-dichloromethane (6 mL). Subsequently, oxalyl chloride [(COCl)2 (148 μL, 1.70 mmol)] was added at 0° C., the mixture was stirred for one hour at room temperature. The reaction mixture was added to a solution obtained by dissolving cyclohexylamine (0.97 mL, 8.49 mmol) in dichloromethane (1 mL) at 0° C., the mixture was stirred for one hour at room temperature...